From a dataset of the Open Reaction Database (ORD), a public repository of structured organic reaction records. describe an organic reaction: reactants, conditions, products, and yield Starting materials: C(C1=CC=CC=C1)N1CC=2C=CC(=NC2CC1)Cl (6-benzyl-2-chloro-5,6,7,8-tetrahydro-[1,6]naphthyridine), N1(CCCC1)CCN (2-pyrrolidin-1-yl-ethylamine). Reagents/catalysts: S(=O)(=O)([O-])[O-].[Cu+2] (Copper (II) sulphate). Solvent: ClCCl (dichloromethane). Reaction conditions: temperature 150 celsius. Yields the product C(C1=CC=CC=C1)N1CC=2C=CC(=NC2CC1)NCCN1CCCC1 ((6-Benzyl-5,6,7,8-tetrahydro-[1,6]naphthyridin-2-yl)-(2-pyrrolidin-1-yl-ethyl)-amine). Reaction SMILES: [CH2:1]([N:8]1[CH2:17][CH2:16][C:15]2[N:14]=[C:13](Cl)[CH:12]=[CH:11][C:10]=2[CH2:9]1)[C:2]1[CH:7]=[CH:6][CH:5]=[CH:4][CH:3]=1.[N:19]1([CH2:24][CH2:25][NH2:26])[CH2:23][CH2:22][CH2:21][CH2:20]1>ClCCl.S([O-])([O-])(=O)=O.[Cu+2]>[CH2:1]([N:8]1[CH2:17][CH2:16][C:15]2[N:14]=[C:13]([NH:26][CH2:25][CH2:24][N:19]3[CH2:23][CH2:22][CH2:21][CH2:20]3)[CH:12]=[CH:11][C:10]=2[CH2:9]1)[C:2]1[CH:7]=[CH:6][CH:5]=[CH:4][CH:3]=1 |f:3.4|. Procedure details: Copper (II) sulphate (70 mg) was added to a solution of 6-benzyl-2-chloro-5,6,7,8-tetrahydro-[1,6]naphthyridine (0.75 g, 2.9 mmol)(WO9830560 Example 33 b) in 2-pyrrolidin-1-yl-ethylamine (3 ml) and the mixture was heated in an autoclave to 150° C. for 24 hours. The reaction mixture was cooled to room temperature and was diluted with dichloromethane (50 ml). The solution was washed with 50% ammonium hydroxide solution (50 ml). The phases were separated and the aqueous phase was extracted with dic... Starting materials: ClC1=C(C(=CC=C1C(F)(F)F)Cl)N=C=O (2,6-dichloro-3-trifluoromethyl-phenylisocyanate), C(C)N1CCN(CC1)C1=CC=C(C=C1)NC1=NC=NC(=C1)NC (N-[4-(4-ethyl-piperazin-1-yl)-phenyl]-N′-methyl-pyrimidine-4,6-diamine), C(=O)(O)[O-].[Na+] (NaHCO3). Run in C1(=CC=CC=C1)C (toluene), C1(=CC=CC=C1)C (toluene), C(Cl)Cl (DCM). Conditions: time 1.5 hour. Yields the product ClC1=C(C(=CC=C1C(F)(F)F)Cl)NC(N(C)C1=NC=NC(=C1)NC1=CC=C(C=C1)N1CCN(CC1)CC)=O (3-(2,6-Dichloro-3-trifluoromethyl-Phenyl)-1-{6-[4-(4-ethyl-piperazin-1-yl)-phenylamino]-pyrimidin-4-yl}-1-methyl-urea). Reaction SMILES: [CH2:1]([N:3]1[CH2:8][CH2:7][N:6]([C:9]2[CH:14]=[CH:13][C:12]([NH:15][C:16]3[CH:21]=[C:20]([NH:22][CH3:23])[N:19]=[CH:18][N:17]=3)=[CH:11][CH:10]=2)[CH2:5][CH2:4]1)[CH3:2].[Cl:24][C:25]1[C:30]([C:31]([F:34])([F:33])[F:32])=[CH:29][CH:28]=[C:27]([Cl:35])[C:26]=1[N:36]=[C:37]=[O:38].C([O-])(O)=O.[Na+]>C1(C)C=CC=CC=1.C(Cl)Cl>[Cl:24][C:25]1[C:30]([C:31]([F:32])([F:34])[F:33])=[CH:29][CH:28]=[C:27]([Cl:35])[C:26]=1[NH:36][C:37](=[O:38])[N:22]([C:20]1[CH:21]=[C:16]([NH:15][C:12]2[CH:11]=[CH:10][C:9]([N:6]3[CH2:5][CH2:4][N:3]([CH2:1][CH3:2])[CH2:8][CH2:7]3)=[CH:14][CH:13]=2)[N:17]=[CH:18][N:19]=1)[CH3:23] |f:2.3|. Reported procedure: This oil is re-dissolved in 2 ml of toluene and added portion-wise to a boiling solution of N-[4-(4-ethyl-piperazin-1-yl)-phenyl]-N′-methyl-pyrimidine-4,6-diamine (156 mg, 0.50 mmol; Example 145A) in 6 ml of toluene during 10 min. After 1.5 h, another 2 eq of 2,6-dichloro-3-trifluoromethyl-phenylisocyanate are added and stirring is continued for totally 2 h. Then the reaction mixture is diluted with DCM and a saturated aqueous solution of NaHCO3. The aqueous layer is separated and extracted twic... Starting materials: COC(=O)c1cccc(Nc2nccc(-c3ccnc(NCCCO)c3)n2)c1, CCOC(C)=O, NCCCN. Product: NCCCNC(=O)c1cccc(Nc2nccc(-c3ccnc(NCCCO)c3)n2)c1. Reaction SMILES: [CH3:1][O:2][C:3](=[O:4])[c:5]1[cH:6][c:7]([NH:11][c:12]2[n:13][cH:14][cH:15][c:16](-[c:18]3[cH:19][c:20]([NH:24][CH2:25][CH2:26][CH2:27][OH:28])[n:21][cH:22][cH:23]3)[n:17]2)[cH:8][cH:9][cH:10]1.[CH3:34][CH2:35][O:36][C:37](=[O:38])[CH3:39].[NH2:29][CH2:30][CH2:31][CH2:32][NH2:33]>>[O:2]=[C:3]([c:5]1[cH:6][c:7]([NH:11][c:12]2[n:13][cH:14][cH:15][c:16](-[c:18]3[cH:19][c:20]([NH:24][CH2:25][CH2:26][CH2:27][OH:28])[n:21][cH:22][cH:23]3)[n:17]2)[cH:8][cH:9][cH:10]1)[NH:33][CH2:32][CH2:31][CH2:30][NH2:29]. Starting materials: N1C=CC2=CC=CC=C12 (indole), C(=O)(OC(C)(C)C)N1C2=CC=C(C=C2C=2C=C3C(=C(C12)O)N(C=1C=CC(=CC13)Br)C(=O)OC(C)(C)C)Br (5,7-diBOC-2,10-dibromo-6-hydroxyindolo[2,3-b]carbazole), COCCOCCO (diethylene glycol monomethyl ether). The product is BrC=1C=C2C=3C=C4C(=C(C3NC2=CC1)OCCOCCOC)NC=1C=CC(=CC14)Br (2,10-dibromo-6-(2-(2-methoxyethoxy)ethoxy)-5,7-dihydroindolo[2,3-b]carbazole). RXN SMILES: N1C2C(=CC=CC=2)C=C1.C([N:17]1[C:29]2[C:28]([OH:30])=[C:27]3[N:31](C(OC(C)(C)C)=O)[C:32]4[CH:33]=[CH:34][C:35]([Br:38])=[CH:36][C:37]=4[C:26]3=[CH:25][C:24]=2[C:23]2[C:18]1=[CH:19][CH:20]=[C:21]([Br:46])[CH:22]=2)(OC(C)(C)C)=O.[CH3:47][O:48][CH2:49][CH2:50][O:51][CH2:52][CH2:53]O>>[Br:38][C:35]1[CH:36]=[C:37]2[C:32](=[CH:33][CH:34]=1)[NH:31][C:27]1[C:28]([O:30][CH2:53][CH2:52][O:51][CH2:50][CH2:49][O:48][CH3:47])=[C:29]3[NH:17][C:18]4[CH:19]=[CH:20][C:21]([Br:46])=[CH:22][C:23]=4[C:24]3=[CH:25][C:26]2=1. Reported procedure: The title compound was prepared in a manner analogous to Example 28 except the starting indole is 5,7-diBOC-2,10-dibromo-6-hydroxyindolo[2,3-b]carbazole and the reagent is diethylene glycol monomethyl ether. 1H-NMR (400 MHz, CDCl3) δ ppm 8.74 (s, 1 H), 8.21 (d, J=2.0 Hz, 2 H), 7.50-7.26 (m, 4 H), 4.50-4.38 (m, 2 H), 3.88-3.73 (m, 6 H), 3.55 (s, 3 H); MS (ESI) m/z 531.0 (M−H)− The reactants are COC(=O)C(NC(=O)OC(C)(C)C)c1ccc(OCCO)cc1, CS(=O)(=O)Cl, c1ccncc1. Yields the product COC(=O)C(NC(=O)OC(C)(C)C)c1ccc(OCCOS(C)(=O)=O)cc1. Reaction SMILES: [CH3:1][O:2][C:3]([CH:4]([c:5]1[cH:6][cH:7][c:8]([O:11][CH2:12][CH2:13][OH:14])[cH:9][cH:10]1)[NH:15][C:16](=[O:17])[O:18][C:19]([CH3:20])([CH3:21])[CH3:22])=[O:23].[CH3:24][S:25]([Cl:26])(=[O:27])=[O:28].[cH:29]1[cH:30][cH:31][n:32][cH:33][cH:34]1>>[CH3:1][O:2][C:3]([CH:4]([c:5]1[cH:6][cH:7][c:8]([O:11][CH2:12][CH2:13][O:14][S:25]([CH3:24])(=[O:27])=[O:28])[cH:9][cH:10]1)[NH:15][C:16](=[O:17])[O:18][C:19]([CH3:20])([CH3:21])[CH3:22])=[O:23]. The reactants are CN(C=1SC(=C(N1)C)C(=O)O)C (2-dimethylamino-4-methyl-thiazole-5-carboxylic acid), CN(C=1SC(=C(N1)C)C(=O)Cl)C (2-dimethylamino-4-methyl-thiazole-5-carboxylic acid chloride), P(Cl)(Cl)(Cl)(Cl)Cl (phosphorus pentachloride), Cl.NC(C#N)C=1SC=CC1 (amino-thiophen-2-yl-acetonitrile hydrochloride). The solvent is C(C)N(CC)CC (triethylamine). The product is C(#N)C(C=1SC=CC1)NC(=O)C1=C(N=C(S1)N(C)C)C (2-dimethylamino-4-methyl-thiazole-5-carboxylic acid (cyano-thiophen-2-yl-methyl) -amide). Isolated yield 33.7%. Reaction SMILES: [CH3:1][N:2]([CH3:12])[C:3]1[S:4][C:5]([C:9]([OH:11])=O)=[C:6]([CH3:8])[N:7]=1.CN(C)C1SC(C(Cl)=O)=C(C)N=1.P(Cl)(Cl)(Cl)(Cl)Cl.Cl.[NH2:32][CH:33]([C:36]1[S:37][CH:38]=[CH:39][CH:40]=1)[C:34]#[N:35]>C(N(CC)CC)C>[C:34]([CH:33]([NH:32][C:9]([C:5]1[S:4][C:3]([N:2]([CH3:1])[CH3:12])=[N:7][C:6]=1[CH3:8])=[O:11])[C:36]1[S:37][CH:38]=[CH:39][CH:40]=1)#[N:35] |f:3.4|. Reported procedure: 1.2g of 2-dimethylamino-4-methyl-thiazole-5-carboxylic acid was converted into 2-dimethylamino-4-methyl-thiazole-5-carboxylic acid chloride using 1.3g of phosphorus pentachloride according to the same procedure as EXAMPLE 1. Then 1.1g of amino-thiophen-2-yl-acetonitrile hydrochloride and 2.5ml of triethylamine were added thereto and the reaction mixture was treated according to the same procedure as EXAMPLE 1 to obtain 0.65g (Yield 36%) of the title compound. The reactants are COC1=NS(N=C1OC)(=O)=O (3,4-dimethoxy-1,2,5-thiadiazole 1,1-dioxide), CC=1OC(=NN1)CSCCN (2-[(2-Methyl-1,3,4-oxadiazol-5-yl)methylthio]ethylamine), CN (methylamine). Product: CC=1OC(=NN1)CSCCNC1=NS(N=C1NC)(=O)=O (3-{2-[(2-Methyl-1,3,4-oxadiazol-5-yl)methylthio]ethylamino}-4-methylamino-1,2,5-thiadiazole 1,1-dioxide). Reaction SMILES: CO[C:3]1[C:7](OC)=[N:6][S:5](=[O:11])(=[O:10])[N:4]=1.[CH3:12][C:13]1[O:14][C:15]([CH2:18][S:19][CH2:20][CH2:21][NH2:22])=[N:16][N:17]=1.[CH3:23][NH2:24]>>[CH3:12][C:13]1[O:14][C:15]([CH2:18][S:19][CH2:20][CH2:21][NH:22][C:7]2[C:3]([NH:24][CH3:23])=[N:4][S:5](=[O:10])(=[O:11])[N:6]=2)=[N:16][N:17]=1. Procedure: When a suspension of 3,4-dimethoxy-1,2,5-thiadiazole 1,1-dioxide is treated with an equimolar amount of 2-[(2-methyl-1,3,4-oxadiazol-5-yl)methylthio]ethylamine [prepared in Step A] and an excess of methylamine by the general procedure described in Example 2, the title compound is thereby produced. The reactants are C(C)OC(C(CC1=CC=C(C=C1)OCCC1NC(N(C1)CC1=CC=C(C=C1)C(F)(F)F)=O)(OC1=CC=CC=C1)C)=O (2-Methyl-3-(4-{2-[2-oxo-1-(4-trifluoromethyl-benzyl)-imidazolidin-4-yl]-ethoxy}-phenyl)-2-phenoxy-propionic acid ethyl ester), [H-].[Na+] (sodium hydride), IC (Iodomethane). Solvent: C(C)(=O)OCC (ethyl acetate), CN(C)C=O (DMF). Conditions: temperature 0 celsius, time 18 hour. Yields the product C(C)OC(C(CC1=CC=C(C=C1)OCCC1N(C(N(C1)CC1=CC=C(C=C1)C(F)(F)F)=O)C)(OC1=CC=CC=C1)C)=O (2-Methyl-3-(4-{2-[3-methyl-2-oxo-1-(4-trifluoromethyl-benzyl)-imidazolidin-4-yl]-ethoxy}-phenyl)-2-phenoxy-propionic acid ethyl ester). As a reaction SMILES: [CH2:1]([O:3][C:4](=[O:41])[C:5]([CH3:40])([O:33][C:34]1[CH:39]=[CH:38][CH:37]=[CH:36][CH:35]=1)[CH2:6][C:7]1[CH:12]=[CH:11][C:10]([O:13][CH2:14][CH2:15][CH:16]2[CH2:20][N:19]([CH2:21][C:22]3[CH:27]=[CH:26][C:25]([C:28]([F:31])([F:30])[F:29])=[CH:24][CH:23]=3)[C:18](=[O:32])[NH:17]2)=[CH:9][CH:8]=1)[CH3:2].[H-].[Na+].I[CH3:45]>CN(C=O)C.C(OCC)(=O)C>[CH2:1]([O:3][C:4](=[O:41])[C:5]([CH3:40])([O:33][C:34]1[CH:39]=[CH:38][CH:37]=[CH:36][CH:35]=1)[CH2:6][C:7]1[CH:12]=[CH:11][C:10]([O:13][CH2:14][CH2:15][CH:16]2[CH2:20][N:19]([CH2:21][C:22]3[CH:27]=[CH:26][C:25]([C:28]([F:29])([F:30])[F:31])=[CH:24][CH:23]=3)[C:18](=[O:32])[N:17]2[CH3:45])=[CH:9][CH:8]=1)[CH3:2] |f:1.2|. Procedure details: A slurry of 2-Methyl-3-(4-{2-[2-oxo-1-(4-trifluoromethyl-benzyl)-imidazolidin-4-yl]-ethoxy}-phenyl)-2-phenoxy-propionic acid ethyl ester (0.544 g, 0.953 mmol) and sodium hydride (0.042 g, 1.05 mmol, 60% dispersion on mineral oil) in DMF (10 mL) is stirred for 1 h, then cooled to 0° C. Iodomethane (0.60 mL, 9.53 mmol, d=2.28) is added, then the reaction mixture is stirred 18 h at ambient temperature and diluted with ethyl acetate. The organic layer is washed, dried, concentrated, and purified by ...